This data is from the Open Reaction Database (ORD), a public repository of structured organic reaction records. The task is: describe an organic reaction: reactants, conditions, products, and yield Reactants: CO, Cc1nc2c(Cl)nc3ccccc3c2n1CC(C)(C)OCCS(C)(=O)=O, N, O. Product: Cc1nc2c(N)nc3ccccc3c2n1CC(C)(C)OCCS(C)(=O)=O. As a reaction SMILES: [CH3:28][OH:29].[Cl:1][c:2]1[n:3][c:4]2[cH:5][cH:6][cH:7][cH:8][c:9]2[c:10]2[c:11]1[n:12][c:13]([CH3:26])[n:14]2[CH2:15][C:16]([CH3:17])([O:18][CH2:19][CH2:20][S:21](=[O:22])(=[O:23])[CH3:24])[CH3:25].[NH3:27].[OH2:30]>>[c:2]1([NH2:27])[n:3][c:4]2[cH:5][cH:6][cH:7][cH:8][c:9]2[c:10]2[c:11]1[n:12][c:13]([CH3:26])[n:14]2[CH2:15][C:16]([CH3:17])([O:18][CH2:19][CH2:20][S:21](=[O:22])(=[O:23])[CH3:24])[CH3:25]. Starting materials: FC1=C(C(=O)OC)C=CC(=C1)NC(=O)C=1SC(=C(C1)C(C)C)C(C)C (methyl 2-fluoro-4-[(4,5-diisopropylthiophene-2-carbonyl)amino]benzoate). Run in [OH-].[Na+] (sodium hydroxide). Product: FC1=C(C(=O)O)C=CC(=C1)NC(=O)C=1SC(=C(C1)C(C)C)C(C)C (2-Fluoro-4-[(4,5-diisopropylthiophene-2-carbonyl)amino]benzoic acid). Isolated yield 83.9%. RXN SMILES: [F:1][C:2]1[CH:11]=[C:10]([NH:12][C:13]([C:15]2[S:16][C:17]([CH:23]([CH3:25])[CH3:24])=[C:18]([CH:20]([CH3:22])[CH3:21])[CH:19]=2)=[O:14])[CH:9]=[CH:8][C:3]=1[C:4]([O:6]C)=[O:5]>[OH-].[Na+]>[F:1][C:2]1[CH:11]=[C:10]([NH:12][C:13]([C:15]2[S:16][C:17]([CH:23]([CH3:25])[CH3:24])=[C:18]([CH:20]([CH3:21])[CH3:22])[CH:19]=2)=[O:14])[CH:9]=[CH:8][C:3]=1[C:4]([OH:6])=[O:5] |f:1.2|. Reported procedure: The aforementioned ester (42 mg, 0.116 mmol) was hydrolyzed with sodium hydroxide in a conventional manner, and extraction and recrystallization were performed to obtain the title compound (39, 34 mg, 83%) as colorless prisms. The reactants are ClC=1C(N(C=C(N1)Cl)[C@@H](CC)COC)=O (3,5-dichloro-1-[(1S)-1-(methoxymethyl)propyl]-2(1H)-pyrazinone), BrC=1C=C2CCNC2=C(C1)Cl (5-bromo-7-chloroindoline). Yields the product BrC=1C=C2CCN(C2=C(C1)Cl)C=1C(N(C=C(N1)Cl)[C@@H](CC)COC)=O (3-(5-Bromo-7-chloro-2,3-dihydro-1H-indol-1-yl)-5-chloro-1-[(1S)-1-(methoxymethyl)propyl]-2(1H)-pyrazinone). Reaction SMILES: Cl[C:2]1[C:3](=[O:15])[N:4]([C@H:9]([CH2:12][O:13][CH3:14])[CH2:10][CH3:11])[CH:5]=[C:6]([Cl:8])[N:7]=1.[Br:16][C:17]1[CH:18]=[C:19]2[C:23](=[C:24]([Cl:26])[CH:25]=1)[NH:22][CH2:21][CH2:20]2>>[Br:16][C:17]1[CH:18]=[C:19]2[C:23](=[C:24]([Cl:26])[CH:25]=1)[N:22]([C:2]1[C:3](=[O:15])[N:4]([C@H:9]([CH2:12][O:13][CH3:14])[CH2:10][CH3:11])[CH:5]=[C:6]([Cl:8])[N:7]=1)[CH2:21][CH2:20]2. Procedure details: Prepared in a similar fashion as described for Example 413 using 3,5-dichloro-1-[(1S)-1-(methoxymethyl)propyl]-2(1H)-pyrazinone and 5-bromo-7-chloroindoline as the starting materials. mp 121–122° C.; 1H NMR (300 MHz, CDCl3): δ 7.24 (s, 1 H), 7.18 (s, 1 H), 6.99 (s, 1 H), 4.90–4.80 (m, 1 H), 4.26 (t, J=8.1 Hz, 2 H), 3.60 (dd, J=10.2, 5.5 Hz, 1 H), 3.49 (dd, J=10.6, 3.3 Hz, 1 H), 3.28 (s, 3 H), 3.06 (t, J=8.1 Hz, 2 H), 1.83–1.65 (m, 2 H), 0.86 (t, J=7.4 Hz, 3 H); HRMS (ESI) calcd for C17H19N3O2BrC... The yield is 30.5%. Starting materials: FC(C(=O)O)(F)F (trifluoroacetic acid), O (water), C(C)(C)(C)OC(=O)CCC(=O)N[C@@H](CC(OC(C)(C)C)=O)C(=O)N[C@@H](CCC(OC(C)(C)C)=O)C(=O)N[C@@H](CC1=C(C=CC=C1)C)C(=O)N[C@@H](C(C)(C)C)C(=O)N[C@@H](CC(C)C)C(=O)N[C@@H](CC)C(OC)OC (N2-[N-[N-[N-[N-[3-(tert-butoxycarbonyl)-propionyl]-O-tert-butyl-L-α-aspartyl]-O-tert-butyl-L-α-glutamyl]-2-methyl-L-phenylalanyl]-3-methyl-L-valyl]-N1-[1(S)-(dimethoxymethyl)propyl]-L-leucinamide). Solvent: C1(=CC=CC=C1)C (toluene), ClCCl (dichloromethane). Yields the product C(=O)(O)CCC(=O)N[C@@H](CC(O)=O)C(=O)N[C@@H](CCC(O)=O)C(=O)N[C@@H](CC1=C(C=CC=C1)C)C(=O)N[C@@H](C(C)(C)C)C(=O)N[C@@H](CC(C)C)C(=O)N[C@H](C=O)CC (2(S)-[[N-[N-[N-[N-[N-(3-carboxypropionyl)-L-α-aspartyl]-L-α-glutamyl]-2-methyl-L-phenylalanyl]-3-methyl-L-valyl]-L-leucyl]amino]butyraldehyde). As a reaction SMILES: C([O:5][C:6]([CH2:8][CH2:9][C:10]([NH:12][C@H:13]([C:22]([NH:24][C@H:25]([C:35]([NH:37][C@H:38]([C:47]([NH:49][C@H:50]([C:55]([NH:57][C@H:58]([C:63]([NH:65][C@H:66]([CH:69](OC)[O:70]C)[CH2:67][CH3:68])=[O:64])[CH2:59][CH:60]([CH3:62])[CH3:61])=[O:56])[C:51]([CH3:54])([CH3:53])[CH3:52])=[O:48])[CH2:39][C:40]1[CH:45]=[CH:44][CH:43]=[CH:42][C:41]=1[CH3:46])=[O:36])[CH2:26][CH2:27][C:28](=[O:34])[O:29]C(C)(C)C)=[O:23])[CH2:14][C:15](=[O:21])[O:16]C(C)(C)C)=[O:11])=[O:7])(C)(C)C.FC(F)(F)C(O)=O.O>ClCCl.C1(C)C=CC=CC=1>[C:6]([CH2:8][CH2:9][C:10]([NH:12][C@H:13]([C:22]([NH:24][C@H:25]([C:35]([NH:37][C@H:38]([C:47]([NH:49][C@H:50]([C:55]([NH:57][C@H:58]([C:63]([NH:65][C@@H:66]([CH2:67][CH3:68])[CH:69]=[O:70])=[O:64])[CH2:59][CH:60]([CH3:62])[CH3:61])=[O:56])[C:51]([CH3:52])([CH3:53])[CH3:54])=[O:48])[CH2:39][C:40]1[CH:45]=[CH:44][CH:43]=[CH:42][C:41]=1[CH3:46])=[O:36])[CH2:26][CH2:27][C:28](=[O:29])[OH:34])=[O:23])[CH2:14][C:15](=[O:16])[OH:21])=[O:11])([OH:7])=[O:5]. Reported procedure: 0.1 g (0.1 mmol) of N2-[N-[N-[N-[N-[3-(tert-butoxycarbonyl)-propionyl]-O-tert-butyl-L-α-aspartyl]-O-tert-butyl-L-α-glutamyl]-2-methyl-L-phenylalanyl]-3-methyl-L-valyl]-N1-[1(S)-(dimethoxymethyl)propyl]-L-leucinamide was dissolved in 3 ml of dichloromethane, 3 ml of trifluoroacetic acid and 90 mg of water and the mixture was stirred at room temperature for 30 minutes. The solution was diluted with 20 ml of toluene and the solvent was removed by evaporation. The resulting white solid was triturate... Starting materials: COC(CCCCC1SCC(=C1N)C(=O)OC)=O (3-amino-4-carbomethoxy-2,5-dihydro-2-thiophenevaleric acid methyl ester), [OH-].[Na+] (sodium hydroxide). Run in CO (methanol). The product is NC=1C(SCC1C(=O)OC)CCCCC(=O)O (3-amino- 4-carbomethoxy-2,5-dihydro-2-thiophenevaleric acid). Isolated yield 71.0%. Reaction SMILES: C[O:2][C:3](=[O:18])[CH2:4][CH2:5][CH2:6][CH2:7][CH:8]1[C:12]([NH2:13])=[C:11]([C:14]([O:16][CH3:17])=[O:15])[CH2:10][S:9]1.[OH-].[Na+]>CO>[NH2:13][C:12]1[CH:8]([CH2:7][CH2:6][CH2:5][CH2:4][C:3]([OH:18])=[O:2])[S:9][CH2:10][C:11]=1[C:14]([O:16][CH3:17])=[O:15] |f:1.2|. Reported procedure: To a solution of 27.3 g (.1 mole) of 3-amino-4-carbomethoxy-2,5-dihydro-2-thiophenevaleric acid methyl ester in 250 ml dry methanol was added 4.0 g (0.1 mole) of sodium hydroxide pellets. The reaction mixture was refluxed 4.0 hrs, cooled and concentrated to a volume of 50 ml. The residue was taken up in 80 ml dichloromethane and transfered to a separatory funnel. After the addition of 150 ml of 10% by weight aqueous sodium bicarbonate solution, the aqueous layer was extracted twice with 50 ml po... Reactants: CCN(C(C)C)C(C)C, O=C(O)c1ccc(CN(C2CC(F)(F)CCNC2=O)S(=O)(=O)c2ccc(Cl)cc2)c(F)c1, Cl, NN1CCCC1, CN(C)C=O. The product is O=C(NN1CCCC1)c1ccc(CN(C2CC(F)(F)CCNC2=O)S(=O)(=O)c2ccc(Cl)cc2)c(F)c1. RXN SMILES: [CH:33]([N:34]([CH2:35][CH3:36])[CH:37]([CH3:38])[CH3:39])([CH3:40])[CH3:41].[Cl:1][c:2]1[cH:3][cH:4][c:5]([S:8](=[O:9])(=[O:10])[N:11]([CH:12]2[C:13](=[O:21])[NH:14][CH2:15][CH2:16][C:17]([F:19])([F:20])[CH2:18]2)[CH2:22][c:23]2[c:24]([F:32])[cH:25][c:26]([C:27](=[O:28])[OH:29])[cH:30][cH:31]2)[cH:6][cH:7]1.[ClH:42].[NH2:43][N:44]1[CH2:45][CH2:46][CH2:47][CH2:48]1.[O:49]=[CH:50][N:51]([CH3:52])[CH3:53]>>[Cl:1][c:2]1[cH:3][cH:4][c:5]([S:8](=[O:9])(=[O:10])[N:11]([CH:12]2[C:13](=[O:21])[NH:14][CH2:15][CH2:16][C:17]([F:19])([F:20])[CH2:18]2)[CH2:22][c:23]2[c:24]([F:32])[cH:25][c:26]([C:27](=[O:29])[NH:43][N:44]3[CH2:45][CH2:46][CH2:47][CH2:48]3)[cH:30][cH:31]2)[cH:6][cH:7]1. Reactants: CO, [Cl-], COc1cc([N+](=O)[O-])ccc1Cl, Cl, [Na+], [OH-]. The product is COc1cc(N)ccc1Cl. As a reaction SMILES: [CH3:16][OH:17].[Cl-:13].[Cl:1][c:2]1[c:3]([O:11][CH3:12])[cH:4][c:5]([N+:8]([O-:9])=[O:10])[cH:6][cH:7]1.[ClH:18].[Na+:15].[OH-:14]>>[Cl:1][c:2]1[c:3]([O:11][CH3:12])[cH:4][c:5]([NH2:8])[cH:6][cH:7]1.